This data is from the Open Reaction Database (ORD), a public repository of structured organic reaction records. The task is: describe an organic reaction: reactants, conditions, products, and yield Reactants: COC(=O)c1ccc(OCCCBr)c(-c2ccc(C(F)(F)F)cc2)c1, CCN(C(C)C)C(C)C, O=C1c2ccccc2C(=O)N1O. The product is COC(=O)c1ccc(OCCCON2C(=O)c3ccccc3C2=O)c(-c2ccc(C(F)(F)F)cc2)c1. Reaction SMILES: [CH3:1][O:2][C:3](=[O:4])[c:5]1[cH:6][c:7](-[c:16]2[cH:17][cH:18][c:19]([C:22]([F:23])([F:24])[F:25])[cH:20][cH:21]2)[c:8]([O:11][CH2:12][CH2:13][CH2:14][Br:15])[cH:9][cH:10]1.[CH:38]([N:39]([CH2:40][CH3:41])[CH:42]([CH3:43])[CH3:44])([CH3:45])[CH3:46].[OH:26][N:27]1[C:28](=[O:37])[c:29]2[c:30]([cH:33][cH:34][cH:35][cH:36]2)[C:31]1=[O:32]>>[CH3:1][O:2][C:3](=[O:4])[c:5]1[cH:6][c:7](-[c:16]2[cH:17][cH:18][c:19]([C:22]([F:23])([F:24])[F:25])[cH:20][cH:21]2)[c:8]([O:11][CH2:12][CH2:13][CH2:14][O:26][N:27]2[C:28](=[O:37])[c:29]3[c:30]([cH:33][cH:34][cH:35][cH:36]3)[C:31]2=[O:32])[cH:9][cH:10]1.